This data is from the Open Reaction Database (ORD), a public repository of structured organic reaction records. The task is: describe an organic reaction: reactants, conditions, products, and yield Reactants: NCC(CO)(C)C (3-amino-2,2-dimethylpropanol), [N+](=O)([O-])C1=CC=C(C=C1)CS(=O)(=O)Cl (4-nitrophenylmethanesulphonyl chloride). Run in C(Cl)Cl (CH2Cl2), C(Cl)Cl (CH2Cl2). Reaction conditions: time 15 minute. Yields the product [N+](=O)([O-])C1=CC=C(C=C1)CS(=O)(=O)N ((4-nitrophenyl)-methanesulfonamide). The yield is 38.1%. As a reaction SMILES: [NH2:1]CC(C)(C)CO.[N+:8]([C:11]1[CH:16]=[CH:15][C:14]([CH2:17][S:18](Cl)(=[O:20])=[O:19])=[CH:13][CH:12]=1)([O-:10])=[O:9]>C(Cl)Cl>[N+:8]([C:11]1[CH:16]=[CH:15][C:14]([CH2:17][S:18]([NH2:1])(=[O:20])=[O:19])=[CH:13][CH:12]=1)([O-:10])=[O:9]. Reported procedure: A solution of 3.16 g (30.6 mmol) of 3-amino-2,2-dimethylpropanol in 10 mL of CH2Cl2 was added at once to a solution of 2.40 g (10.2 mmol) of 4-nitrophenylmethanesulphonyl chloride (Lee, et al., Journal of the American Chemical Society 1987, 109, 7472-7; Macor, et al., Tetrahedron Letters 1992, 33, 8011-4) in 40 mL of CH2Cl2. The mixture was stirred at rt for 15 min, the solvent was removed in vacuo and the residue was redissolved in 50 mL of EtOAc. The solution was washed with three 50-mL portio... Starting materials: COc1ccccc1N1CCN(C(=O)C(Cc2ccncc2)NC(=O)OC(C)(C)C)CC1, C1CCOC1, Cl. The product is COc1ccccc1N1CCN(C(=O)C(N)Cc2ccncc2)CC1. As a reaction SMILES: [C:1]([O:2][C:3](=[O:4])[NH:7][CH:8]([C:9](=[O:10])[N:11]1[CH2:12][CH2:13][N:14]([c:17]2[c:18]([O:23][CH3:24])[cH:19][cH:20][cH:21][cH:22]2)[CH2:15][CH2:16]1)[CH2:25][c:26]1[cH:27][cH:28][n:29][cH:30][cH:31]1)([CH3:5])([CH3:6])[CH3:32].[CH2:34]1[O:35][CH2:36][CH2:37][CH2:38]1.[ClH:33]>>[NH2:7][CH:8]([C:9](=[O:10])[N:11]1[CH2:12][CH2:13][N:14]([c:17]2[c:18]([O:23][CH3:24])[cH:19][cH:20][cH:21][cH:22]2)[CH2:15][CH2:16]1)[CH2:25][c:26]1[cH:27][cH:28][n:29][cH:30][cH:31]1.